This data is from the Open Reaction Database (ORD), a public repository of structured organic reaction records. The task is: describe an organic reaction: reactants, conditions, products, and yield Reactants: C(CCCCCCCCCC)C#N (undecyl cyanide), aqueous solution, NO (hydroxylamine). The solvent is CCO (EtOH). Conditions: temperature 70 celsius, time 48 hour. The product is ONC(CCCCCCCCCCC)=N (N-hydroxydodecanimidamide). Yield: 94.0%. Reaction SMILES: [CH2:1]([C:12]#[N:13])[CH2:2][CH2:3][CH2:4][CH2:5][CH2:6][CH2:7][CH2:8][CH2:9][CH2:10][CH3:11].[NH2:14][OH:15]>CCO>[OH:15][NH:14][C:12](=[NH:13])[CH2:1][CH2:2][CH2:3][CH2:4][CH2:5][CH2:6][CH2:7][CH2:8][CH2:9][CH2:10][CH3:11]. Procedure details: To a solution of undecyl cyanide (1.810 g, 9.98 mmol) in EtOH (20 mL) was added a 50% aqueous solution of hydroxylamine (1 mL) and the resulting reaction mixture was stirred at 70° C. for 48 h. The solvents were evaporated and the resulting white solid was dissolved in EtOAc (100 mL) and washed with H2O (2×20 mL), dried over MgSO4, filtered and the solvents evaporated under vacuum to give the title compound as a white solid (2.001 g, 94%). 1H NMR (CDCl3, 300 MHz) δ 6.21-4.99 (br s, 1H), 4.49 (br... Starting materials: CN(C)C=O, CI, COC(=O)NCCN1C(=O)C(C)(C)Oc2cc(C(F)(F)F)c(C(=O)N(C(C)C)C3CCCN(C(=O)OC(C)(C)C)C3)cc21, [H-], [Na+], O. Yields the product COC(=O)N(C)CCN1C(=O)C(C)(C)Oc2cc(C(F)(F)F)c(C(=O)N(C(C)C)C3CCCN(C(=O)OC(C)(C)C)C3)cc21. RXN SMILES: [CH3:46][N:47]([CH3:48])[CH:49]=[O:50].[CH3:51][I:52].[CH:1]([CH3:2])([CH3:3])[N:4]([CH:5]1[CH2:6][N:7]([C:11](=[O:12])[O:13][C:14]([CH3:15])([CH3:16])[CH3:17])[CH2:8][CH2:9][CH2:10]1)[C:18](=[O:19])[c:20]1[c:21]([C:40]([F:41])([F:42])[F:43])[cH:22][c:23]2[c:24]([cH:39]1)[N:25]([CH2:32][CH2:33][NH:34][C:35](=[O:36])[O:37][CH3:38])[C:26](=[O:31])[C:27]([CH3:29])([CH3:30])[O:28]2.[H-:44].[Na+:45].[OH2:53]>>[CH:1]([CH3:2])([CH3:3])[N:4]([CH:5]1[CH2:6][N:7]([C:11](=[O:12])[O:13][C:14]([CH3:15])([CH3:16])[CH3:17])[CH2:8][CH2:9][CH2:10]1)[C:18](=[O:19])[c:20]1[c:21]([C:40]([F:41])([F:42])[F:43])[cH:22][c:23]2[c:24]([cH:39]1)[N:25]([CH2:32][CH2:33][N:34]([C:35](=[O:36])[O:37][CH3:38])[CH3:46])[C:26](=[O:31])[C:27]([CH3:29])([CH3:30])[O:28]2. Reaction conditions: time 10 hour. RXN SMILES: [CH3:1][S:2][C:3]1[C:11]2[NH:10][C:9]3[CH2:12][CH2:13][N:14]([C:16]([O:18][C:19]([CH3:22])([CH3:21])[CH3:20])=[O:17])[CH2:15][C:8]=3[C:7]=2[CH:6]=[CH:5][CH:4]=1.[OH-].[K+].I[CH3:26]>COCCOC>[CH3:26][N:10]1[C:11]2[C:3]([S:2][CH3:1])=[CH:4][CH:5]=[CH:6][C:7]=2[C:8]2[CH2:15][N:14]([C:16]([O:18][C:19]([CH3:22])([CH3:21])[CH3:20])=[O:17])[CH2:13][CH2:12][C:9]1=2 |f:1.2|. Solvent: COCCOC (DME). Yield: 105.0%. The reactants are IC (iodomethane), CSC1=CC=CC=2C3=C(NC12)CCN(C3)C(=O)OC(C)(C)C (Tert-butyl 6-methylsulfanyl-1,3,4,5-tetrahydro-2H-pyrido[4,3-b]indole-2-carboxylate), [OH-].[K+] (potassium hydroxide). Product: CN1C2=C(C=3C=CC=C(C13)SC)CN(CC2)C(=O)OC(C)(C)C (tert-butyl 5-methyl-6-methylsulfanyl-1,3,4,5-tetrahydro-2H-pyrido[4,3-b]indole-2-carboxylate), residue. Procedure details: Tert-butyl 6-methylsulfanyl-1,3,4,5-tetrahydro-2H-pyrido[4,3-b]indole-2-carboxylate (7.2 g, 22.6 mmol), potassium hydroxide (6.3 g, 113 mmol), and iodomethane (32 g, 226 mmol) were combined with dry DME (110 mL) and stirred at rt for 10 h. The reaction was then filtered and the residue washed with chloroform. The filtrate was concentrated under reduced pressure to give tert-butyl 5-methyl-6-methylsulfanyl-1,3,4,5-tetrahydro-2H-pyrido[4,3-b]indole-2-carboxylate as an oily brown residue (7.7 g, 10...